This data is from the Open Reaction Database (ORD), a public repository of structured organic reaction records. The task is: describe an organic reaction: reactants, conditions, products, and yield Starting materials: IC=1C(=NN(C1C)C1=CC=C(C=C1)CCO)C (2-[4-(4-Iodo-3,5-dimethyl-1H-pyrazol-1-yl)phenyl]ethanol), CC1(OB(OC1(C)C)C1=CC=C(C=C1)NS(=O)(=O)C)C (N-[4-(4,4,5,5-tetramethyl-1,3,2-dioxaborolan-2-yl)phenyl]methanesulfonamide). Yields the product OCCC1=CC=C(C=C1)N1N=C(C(=C1C)C1=CC=C(C=C1)NS(=O)(=O)C)C (N-(4-{1-[4-(2-Hydroxyethyl)phenyl]-3,5-dimethyl-1H-pyrazol-4-yl}phenyl)methanesulfonamide). As a reaction SMILES: I[C:2]1[C:3]([CH3:17])=[N:4][N:5]([C:8]2[CH:13]=[CH:12][C:11]([CH2:14][CH2:15][OH:16])=[CH:10][CH:9]=2)[C:6]=1[CH3:7].CC1(C)C(C)(C)OB([C:26]2[CH:31]=[CH:30][C:29]([NH:32][S:33]([CH3:36])(=[O:35])=[O:34])=[CH:28][CH:27]=2)O1>>[OH:16][CH2:15][CH2:14][C:11]1[CH:12]=[CH:13][C:8]([N:5]2[C:6]([CH3:7])=[C:2]([C:26]3[CH:27]=[CH:28][C:29]([NH:32][S:33]([CH3:36])(=[O:34])=[O:35])=[CH:30][CH:31]=3)[C:3]([CH3:17])=[N:4]2)=[CH:9][CH:10]=1. Reported procedure: The title compound was prepared according to the procedure described in step 1 of Example 12 from 2-[4-(4-iodo-3,5-dimethyl-1H-pyrazol-1-yl)phenyl]ethanol (step 2 of Example 11) and N-[4-(4,4,5,5-tetramethyl-1,3,2-dioxaborolan-2-yl)phenyl]methanesulfonamide: MS (EI) m/z 385 [M]+, 1H-NMR (CDCl3) δ 7.44-7.26 (8H, m), 3.92-3.90 (2H, br), 3.08 (3H, s), 2.94 (2H, t, J=6.6 Hz), 2.32 (3H, s), 2.29 (3H, s). Starting materials: [N+](=[N-])=CC(=O)OCC=C(C)C (3-methyl-2-butenyl diazoacetate). Reagents/catalysts: CC(=O)CC(=O)C.CC(=O)CC(=O)C.[Cu] (cupric acetylacetonate). Solvent: O1CCOCC1 (dioxane), O1CCOCC1 (dioxane). Product: CC1(C2COC(C12)=O)C ((±)-6,6-dimethyl-2-oxo-3-oxabicyclo[3.1.0]hexane). The yield is 73.9%. Reaction SMILES: [N+](=[CH:3][C:4]([O:6][CH2:7][CH:8]=[C:9]([CH3:11])[CH3:10])=[O:5])=[N-]>O1CCOCC1.CC(CC(C)=O)=O.CC(CC(C)=O)=O.[Cu]>[CH3:10][C:9]1([CH3:11])[CH:3]2[CH:8]1[CH2:7][O:6][C:4]2=[O:5] |f:2.3.4|. Procedure: A solution of 3-methyl-2-butenyl diazoacetate (41.3 mmole, 6.36 g) in dioxane (20 ml) was added dropwise to a refluxing solution of cupric acetylacetonate (1.03 mmole, 0.27 g) in dioxane (400 ml) over a period of 7 hours under an argon atmosphere. After completion of the addition, the reaction mixture was heated under reflux for 1 hour. The crude reaction mixture was distilled to afford (±)-6,6-dimethyl-2-oxo-3-oxabicyclo[3.1.0]hexane (3.85 g, 75% yield); bp 110°, 16 mm Hg. Reactants: C1(CC1)C=1C(=NC=C(C1)C1CC1)N1CCN(CC1)C(=O)C1=CC=C(C=C1)I ([4-(3,5-dicyclopropylpyridin-2-yl)piperazin-1-yl](4-iodophenyl)methanone), C(C)OC(NC)=O (methylcarbamic acid ethyl ester). Yields the product C(C)OC(NCC1=CC=C(C=C1)C(=O)N1CCN(CC1)C1=NC=C(C=C1C1CC1)C1CC1)=O ({4-[4-(3,5-dicyclopropylpyridin-2-yl)piperazine-1-carbonyl]phenyl}methylcarbamic acid ethyl ester). RXN SMILES: [CH:1]1([C:4]2[C:5]([N:13]3[CH2:18][CH2:17][N:16]([C:19]([C:21]4[CH:26]=[CH:25][C:24](I)=[CH:23][CH:22]=4)=[O:20])[CH2:15][CH2:14]3)=[N:6][CH:7]=[C:8]([CH:10]3[CH2:12][CH2:11]3)[CH:9]=2)[CH2:3][CH2:2]1.[CH2:28]([O:30][C:31](=[O:34])[NH:32][CH3:33])[CH3:29]>>[CH2:28]([O:30][C:31](=[O:34])[NH:32][CH2:33][C:24]1[CH:25]=[CH:26][C:21]([C:19]([N:16]2[CH2:17][CH2:18][N:13]([C:5]3[C:4]([CH:1]4[CH2:3][CH2:2]4)=[CH:9][C:8]([CH:10]4[CH2:11][CH2:12]4)=[CH:7][N:6]=3)[CH2:14][CH2:15]2)=[O:20])=[CH:22][CH:23]=1)[CH3:29]. Procedure details: Using [4-(3,5-dicyclopropylpyridin-2-yl)piperazin-1-yl](4-iodophenyl)methanone (473 mg) described in Preparation Example 186 and methylcarbamic acid ethyl ester (152 μL) and by the reaction and treatment in the same manner as in Example 262, the title compound (203 mg) was obtained. The reactants are CO, C[O-], Clc1ccnc2ccccc12, [Na+]. The product is COc1ccnc2ccccc12. As a reaction SMILES: [CH3:15][OH:16].[CH3:1][O-:2].[Cl:4][c:5]1[cH:6][cH:7][n:8][c:9]2[cH:10][cH:11][cH:12][cH:13][c:14]12.[Na+:3]>>[CH3:1][O:2][c:5]1[cH:6][cH:7][n:8][c:9]2[cH:10][cH:11][cH:12][cH:13][c:14]12. The reactants are O=C1N(C=NC2=CC=C(C=C12)CN(C1=CC=C(S1)C(=O)N[C@@H](CCC(=O)[O-])C(=O)[O-])CC#C)COC(C(C)(C)C)=O (5-(N-((3,4-dihydro-4-oxo-3-((pivaloyl)oxy)methyl-6-quinazolinyl)methyl)prop-2-ynylamino)thien-2-oyl-L-glutamate), C(C#C)NC1=CC=C(S1)C(=O)N[C@@H](CCC(=O)OCC)C(=O)OCC (diethyl N-(5(prop-2-ynylamino)thien-2-oyl)-L-glutamate), bromomethyl, benzoyl, diethyl. Yields the product O=C1NC=NC2=CC=C(C=C12)CN(C1=CC=C(S1)C(=O)N[C@@H](CCC(=O)O)C(=O)O)CC#C (N-(5-(N-((3,4-dihydro-4-oxo-6-quinazolinyl)methyl)prop-2-ynylamino)thien-2-oyl)-L-glutamic acid). Reaction SMILES: C(NC1SC(C(N[C@H](C(OCC)=O)CCC(OCC)=O)=O)=CC=1)C#C.[O:26]=[C:27]1[C:36]2[C:31](=[CH:32][CH:33]=[C:34]([CH2:37][N:38]([CH2:56][C:57]#[CH:58])[C:39]3[S:43][C:42]([C:44]([NH:46][C@H:47]([C:53]([O-:55])=[O:54])[CH2:48][CH2:49][C:50]([O-:52])=[O:51])=[O:45])=[CH:41][CH:40]=3)[CH:35]=2)[N:30]=[CH:29][N:28]1COC(=O)C(C)(C)C>>[O:26]=[C:27]1[C:36]2[C:31](=[CH:32][CH:33]=[C:34]([CH2:37][N:38]([CH2:56][C:57]#[CH:58])[C:39]3[S:43][C:42]([C:44]([NH:46][C@H:47]([C:53]([OH:55])=[O:54])[CH2:48][CH2:49][C:50]([OH:52])=[O:51])=[O:45])=[CH:41][CH:40]=3)[CH:35]=2)[N:30]=[CH:29][NH:28]1. Reported procedure: The product of step (a) was reacted with bromomethyl compound (4) as described in Example 1 and the resulting diethyl N-(5-(N-((3,4-dihydro-4-oxo-3-((pivaloyl)oxy)methyl-6-quinazolinyl)methyl)prop-2-ynylamino)thien-2-oyl-L-glutamate hydrolysed, as described in Example 1 for the corresponding benzoyl analogue, to give CB 3866.